describe an organic reaction: reactants, conditions, products, and yield From a dataset of the Open Reaction Database (ORD), a public repository of structured organic reaction records. Reactants: O=C=NC1CC(CN=C=O)(CC(C1)(C)C)C (Isophorone diisocyanate), C=CC/C=C\C/C=C\CCCCCCCC1=CC=CC(=C1)O (cardanol), CN(C)C=O (DMF), O (water), two, 2-Hydroxy ethyl methacrylate, CN(C)C=O (DMF). The product is C=CC/C=C\C/C=C\CCCCCCCC1=CC=CC(=C1)O.CC1(CC(CC(C1)(C)CN=C=O)N=C=O)C.CC(=C)C(=O)OCCO (Cardanol IPDI HEMA). Isolated yield 90.0%. Reagents/catalysts: C(CCCCCCCCCCC)(=O)[O-].C(CCCCCCCCCCC)(=O)[O-].C(CCC)[Sn+2]CCCC (dibutyl tin dilaurate). Procedure details: Isophorone diisocyanate [IPDI] (0.73 g, 0.003 moles) in 10 ml dry DMF was taken in a 100 ml two necked flask. 2-Hydroxy ethyl methacrylate [HEMA][0.43 g, 0.003 moles] was added drop wise with constant stirring under nitrogen. The reaction mixture was allowed to proceed under room temperature for 1 and a half hours. Then 3 drops of dibutyl tin dilaurate [DBTDL] was added as catalyst followed by drop wise addition of cardanol (1 g, 0.0033 moles) in 10 ml DMF. It was left stirring at room temperatu... Reaction conditions: temperature 55 celsius. RXN SMILES: [O:1]=[C:2]=[N:3][CH:4]1[CH2:13][C:12]([CH3:15])([CH3:14])[CH2:11][C:6]([CH3:16])([CH2:7][N:8]=[C:9]=[O:10])[CH2:5]1.[CH2:17]=[CH:18][CH2:19]/[CH:20]=[CH:21]\[CH2:22]/[CH:23]=[CH:24]\[CH2:25][CH2:26][CH2:27][CH2:28][CH2:29][CH2:30][CH2:31][C:32]1[CH:37]=[C:36]([OH:38])[CH:35]=[CH:34][CH:33]=1.[OH2:39].CN([CH:43]=[O:44])C>C([O-])(=O)CCCCCCCCCCC.C([O-])(=O)CCCCCCCCCCC.C([Sn+2]CCCC)CCC>[CH2:17]=[CH:18][CH2:19]/[CH:20]=[CH:21]\[CH2:22]/[CH:23]=[CH:24]\[CH2:25][CH2:26][CH2:27][CH2:28][CH2:29][CH2:30][CH2:31][C:32]1[CH:37]=[C:36]([OH:38])[CH:35]=[CH:34][CH:33]=1.[CH3:14][C:12]1([CH3:15])[CH2:11][C:6]([CH2:7][N:8]=[C:9]=[O:10])([CH3:16])[CH2:5][CH:4]([N:3]=[C:2]=[O:1])[CH2:13]1.[CH3:15][C:12]([C:13]([O:38][CH2:36][CH2:43][OH:44])=[O:39])=[CH2:14] |f:4.5.6,7.8.9|. Reactants: COC1=CC=C(C=C1)C1=NN=C(N1C1=CC=C(C=C1)OC)CC (3,4-bis-(4-methoxyphenyl)-5-ethyl-4H-1,2,4-triazole), solution, Br (hydrobromic acid). Run at time 1 hour. Product: C(C)C1=NN=C(N1C1=CC=C(C=C1)O)C1=CC=C(C=C1)O (4,4'-(3-ethyl-4H-1,2,4-triazol-4,5-diyl)-bis-phenol). Isolated yield 80.6%. As a reaction SMILES: C[O:2][C:3]1[CH:8]=[CH:7][C:6]([C:9]2[N:13]([C:14]3[CH:19]=[CH:18][C:17]([O:20]C)=[CH:16][CH:15]=3)[C:12]([CH2:22][CH3:23])=[N:11][N:10]=2)=[CH:5][CH:4]=1.Br>>[CH2:22]([C:12]1[N:13]([C:14]2[CH:15]=[CH:16][C:17]([OH:20])=[CH:18][CH:19]=2)[C:9]([C:6]2[CH:7]=[CH:8][C:3]([OH:2])=[CH:4][CH:5]=2)=[N:10][N:11]=1)[CH3:23]. Reported procedure: A solution of 6 g of 3,4-bis-(4-methoxyphenyl)-5-ethyl-4H-1,2,4-triazole and 25 ml of a solution of hydrobromic acid at 48% was refluxed with stirring for one hour and the hydrobromic acid was distilled under reduced pressure. The crystalline residue was dissolved in 30 ml of hot water and ammonium hydroxide was added thereto until the pH was alkaline. The mixture stood overnight with stirring and was vacuum filtered. The product was washed with water and dried at 90° C. under reduced pressure t... Reactants: CNC(=O)C1=C(OC2=NC(=C(C=C21)I)N(S(=O)(=O)C)CCN(S(=O)(=O)C2=C(C=CC=C2)[N+](=O)[O-])CC=C)C2=CC=C(C=C2)F (6-({2-[Allyl-(2-nitro-benzenesulfonyl)-amino]-ethyl}-methanesulfonyl-amino)-2-(4-fluoro-phenyl)-5-iodo-furo[2,3-b]pyridine-3-carboxylic acid methylamide), C1(=CC=CC=C1)P(CCCP(C1=CC=CC=C1)C1=CC=CC=C1)C1=CC=CC=C1 (1,3-bis(diphenylphosphino)propane), C([O-])([O-])=O.[K+].[K+] (potassium carbonate). RXN SMILES: [CH3:1][NH:2][C:3]([C:5]1[C:13]2[C:8](=[N:9][C:10]([N:15]([CH2:20][CH2:21][N:22]([CH2:35][CH:36]=[CH2:37])[S:23]([C:26]3[CH:31]=[CH:30][CH:29]=[CH:28][C:27]=3[N+:32]([O-:34])=[O:33])(=[O:25])=[O:24])[S:16]([CH3:19])(=[O:18])=[O:17])=[C:11](I)[CH:12]=2)[O:7][C:6]=1[C:38]1[CH:43]=[CH:42][C:41]([F:44])=[CH:40][CH:39]=1)=[O:4].C1(P(C2C=CC=CC=2)CCCP(C2C=CC=CC=2)C2C=CC=CC=2)C=CC=CC=1.C(=O)([O-])[O-].[K+].[K+]>CN(C=O)C.O.C(O[Pd]OC(=O)C)(=O)C>[CH3:1][NH:2][C:3]([C:5]1[C:13]2[CH:12]=[C:11]3[C:36](=[CH2:37])[CH2:35][N:22]([S:23]([C:26]4[CH:31]=[CH:30][CH:29]=[CH:28][C:27]=4[N+:32]([O-:34])=[O:33])(=[O:25])=[O:24])[CH2:21][CH2:20][N:15]([S:16]([CH3:19])(=[O:18])=[O:17])[C:10]3=[N:9][C:8]=2[O:7][C:6]=1[C:38]1[CH:43]=[CH:42][C:41]([F:44])=[CH:40][CH:39]=1)=[O:4] |f:2.3.4,5.6|. Product: CNC(=O)C1=C(OC=2N=C3C(=CC12)C(CN(CCN3S(=O)(=O)C)S(=O)(=O)C3=C(C=CC=C3)[N+](=O)[O-])=C)C3=CC=C(C=C3)F (2-(4-Fluoro-phenyl)-10-methanesulfonyl-5-methylene-7-(2-nitro-benzenesulfonyl)-5,6,7,8,9,10-hexahydro-1-oxa-7,10,11-triaza-cycloocta[f]indene-3-carboxylic acid methylamide). Reagents/catalysts: C(C)(=O)O[Pd]OC(C)=O (diacetoxypalladium). Conditions: temperature 122 celsius. The yield is 22.7%. Solvent: CN(C)C=O.O (DMF H2O). Procedure: 6-({2-[Allyl-(2-nitro-benzenesulfonyl)-amino]-ethyl}-methanesulfonyl-amino)-2-(4-fluoro-phenyl)-5-iodo-furo[2,3-b]pyridine-3-carboxylic acid methylamide (50 mg, 0.07 mmol) is dissolved in DMF/H2O (10:1, 2 mL: 0.2 mL) and diacetoxypalladium (0.5 mg, 2.64 umol), 1,3-bis(diphenylphosphino)propane (8.17 mg, 0.02 mmol) and potassium carbonate (13.7 mg, 0.10 mmol) are added together then heated in the microwave for 20 min at 122° C. The mixture is then filtered through a bed of celite and the solid is... Reactants: BrC=1C=NC=CC1 (3-bromopyridine), N1C[C@H](CC1)C(=O)NC1=CC=C(C=C1)C1CCN(CC1)C(=O)OC(C)(C)C ((S)-tert-butyl 4-(4-(pyrrolidine-3-carboxamido)phenyl)piperidine-1-carboxylate), N1CC(C1)C(=O)NC1=CC=C(OC2CCN(CC2)C(=O)OC(C)(C)C)C=C1 (tert-butyl 4-(4-(azetidine-3-carboxamido)phenoxy)piperidine-1-carboxylate). Product: CC1=CC=C(N=N1)N1C[C@H](CC1)C(=O)NC1=CC=C(C=C1)C1CCN(CC1)C(=O)OC(C)(C)C ((S)-tert-butyl 4-(4-(1-(6-methylpyridazin-3-yl)pyrrolidine-3-carboxamido)phenyl)piperidine-1-carboxylate). As a reaction SMILES: Br[C:2]1[CH:3]=[N:4][CH:5]=[CH:6][CH:7]=1.[NH:8]1[CH2:12][CH2:11][C@H:10]([C:13]([NH:15][C:16]2[CH:21]=[CH:20][C:19]([CH:22]3[CH2:27][CH2:26][N:25]([C:28]([O:30][C:31]([CH3:34])([CH3:33])[CH3:32])=[O:29])[CH2:24][CH2:23]3)=[CH:18][CH:17]=2)=[O:14])[CH2:9]1.[NH:35]1CC(C(NC2C=CC(OC3CCN(C(OC(C)(C)C)=O)CC3)=CC=2)=O)C1>>[CH3:3][C:2]1[N:35]=[N:4][C:5]([N:8]2[CH2:12][CH2:11][C@H:10]([C:13]([NH:15][C:16]3[CH:17]=[CH:18][C:19]([CH:22]4[CH2:23][CH2:24][N:25]([C:28]([O:30][C:31]([CH3:34])([CH3:33])[CH3:32])=[O:29])[CH2:26][CH2:27]4)=[CH:20][CH:21]=3)=[O:14])[CH2:9]2)=[CH:6][CH:7]=1. Reported procedure: The title compound was prepared as described in Example 1C, substituting 3-bromo-6-methylpyridazine for 3-bromopyridine and (S)-tert-butyl 4-(4-(pyrrolidine-3-carboxamido)phenyl)piperidine-1-carboxylate for tert-butyl 4-(4-(azetidine-3-carboxamido)phenoxy)piperidine-1-carboxylate.